This data is from the Open Reaction Database (ORD), a public repository of structured organic reaction records. The task is: describe an organic reaction: reactants, conditions, products, and yield Solvent: Cl (HCl). Procedure details: Stir ethyl N-[2,6-diisopropyl-4-(hexafluoro-2-hydroxy-2-propyl)phenyl]glycinate (5.0 g, 12 mmol) with 50 ml 1.0 N NaOH for 1 hour. Neutralize the solution with 50 ml 1.0 N HCl. Filter the solid, dissolve in ether, dry and concentrate. Recrystallize from ether-hexane to obtain the title compound as a white solid, m.p. 130°-132° C. Reaction SMILES: [CH:1]([C:4]1[CH:9]=[C:8]([C:10]([OH:19])([C:15]([F:18])([F:17])[F:16])[C:11]([F:14])([F:13])[F:12])[CH:7]=[C:6]([CH:20]([CH3:22])[CH3:21])[C:5]=1[NH:23][CH2:24][C:25]([O:27]CC)=[O:26])([CH3:3])[CH3:2].[OH-].[Na+]>Cl>[C:25]([CH2:24][NH:23][C:5]1[C:4]([CH:1]([CH3:3])[CH3:2])=[CH:9][C:8]([C:10]([OH:19])([C:15]([F:17])([F:16])[F:18])[C:11]([F:14])([F:12])[F:13])=[CH:7][C:6]=1[CH:20]([CH3:22])[CH3:21])([OH:27])=[O:26] |f:1.2|. The reactants are C(C)(C)C1=C(C(=CC(=C1)C(C(F)(F)F)(C(F)(F)F)O)C(C)C)NCC(=O)OCC (ethyl N-[2,6-diisopropyl-4-(hexafluoro-2-hydroxy-2-propyl)phenyl]glycinate), [OH-].[Na+] (NaOH). Product: C(=O)(O)CNC1=C(C=C(C=C1C(C)C)C(C(F)(F)F)(C(F)(F)F)O)C(C)C (N-CARBOXYMETHYL-2,6-DIISOPROPYL-4-(HEXAFLUORO-2-HYDROXY-2-PROPYL)ANILINE).